Task: describe an organic reaction: reactants, conditions, products, and yield. Dataset: the Open Reaction Database (ORD), a public repository of structured organic reaction records Reactants: Brc1ccncc1, Brc1cccs1, Brc1ccncc1, C1CCOC1, CCOCC, [Cl-], Cl, [Mg], [NH4+], [Na+], [OH-], O. Product: c1csc(-c2ccncc2)c1. As a reaction SMILES: [Br:18][c:19]1[cH:20][cH:21][n:22][cH:23][cH:24]1.[Br:1][c:2]1[s:3][cH:4][cH:5][cH:6]1.[Br:9][c:10]1[cH:11][cH:12][n:13][cH:14][cH:15]1.[CH2:33]1[O:34][CH2:35][CH2:36][CH2:37]1.[CH3:27][CH2:28][O:29][CH2:30][CH3:31].[Cl-:25].[ClH:8].[Mg:7].[NH4+:26].[Na+:17].[OH-:16].[OH2:32]>>[c:2]1(-[c:10]2[cH:11][cH:12][n:13][cH:14][cH:15]2)[s:3][cH:4][cH:5][cH:6]1. Reactants: BrC1=CC=C(C=C1)N1C(=CC=C1C1=CC=C(C=C1)S(=O)(=O)C)C (1-(4-bromophenyl)-2-methyl-5-[4-(methylsulfonyl)phenyl]-1H-pyrrole), O1C=C(C=C1)B(O)O (3-furanboronic acid). Yields the product CS(=O)(=O)C1=CC=C(C=C1)C1=CC=C(N1C1=CC=C(C=C1)C1=COC=C1)C (5-[4-(Methylsulfonyl)phenyl]-1-[4-(3-furyl)phenyl]-2-methyl-1H-pyrrole). As a reaction SMILES: Br[C:2]1[CH:7]=[CH:6][C:5]([N:8]2[C:12]([C:13]3[CH:18]=[CH:17][C:16]([S:19]([CH3:22])(=[O:21])=[O:20])=[CH:15][CH:14]=3)=[CH:11][CH:10]=[C:9]2[CH3:23])=[CH:4][CH:3]=1.[O:24]1[CH:28]=[CH:27][C:26](B(O)O)=[CH:25]1>>[CH3:22][S:19]([C:16]1[CH:17]=[CH:18][C:13]([C:12]2[N:8]([C:5]3[CH:6]=[CH:7][C:2]([C:26]4[CH:27]=[CH:28][O:24][CH:25]=4)=[CH:3][CH:4]=3)[C:9]([CH3:23])=[CH:10][CH:11]=2)=[CH:14][CH:15]=1)(=[O:21])=[O:20]. Procedure: The title compound was prepared according to the procedure of Example 35 using 1-(4-bromophenyl)-2-methyl-5-[4-(methylsulfonyl)phenyl]-1H-pyrrole instead of 1-(4-bromophenyl)-2-[3-fluoro-4-(methylsulfonyl)phenyl]-5-methyl-1H-pyrrole and 3-furanboronic acid instead of 2-furanboronic acid in step 4. Reactants: C1COCCO1, COc1ccc(-c2cc3c(C)nc(S(C)=O)nc3[nH]c2=O)cn1, CN. Yields the product CNc1nc(C)c2cc(-c3ccc(OC)nc3)c(=O)[nH]c2n1. As a reaction SMILES: [CH2:26]1[O:27][CH2:28][CH2:29][O:30][CH2:31]1.[CH3:1][O:2][c:3]1[cH:4][cH:5][c:6](-[c:9]2[cH:10][c:11]3[c:12]([n:13][c:14]([S:18]([CH3:19])=[O:20])[n:15][c:16]3[CH3:17])[nH:21][c:22]2=[O:23])[cH:7][n:8]1.[CH3:24][NH2:25]>>[CH3:1][O:2][c:3]1[cH:4][cH:5][c:6](-[c:9]2[cH:10][c:11]3[c:12]([n:13][c:14]([NH:25][CH3:24])[n:15][c:16]3[CH3:17])[nH:21][c:22]2=[O:23])[cH:7][n:8]1. Starting materials: CC(C)(C)OC(=O)CC(=O)OC(C)(C)C, CN(C)P(=O)(N(C)C)N(C)C, [Cl-], [Cu]Br, [H-], Cc1ccc(I)cc1, [NH4+], [Na+], C1COCCO1. Product: Cc1ccc(C(C(=O)OC(C)(C)C)C(=O)OC(C)(C)C)cc1. As a reaction SMILES: [C:3]([CH2:4][C:5](=[O:6])[O:7][C:8]([CH3:9])([CH3:10])[CH3:11])(=[O:12])[O:13][C:14]([CH3:15])([CH3:16])[CH3:17].[CH3:36][N:37]([CH3:38])[P:39]([N:40]([CH3:41])[CH3:42])([N:43]([CH3:44])[CH3:45])=[O:46].[Cl-:26].[Cu:34][Br:35].[H-:1].[I:18][c:19]1[cH:20][cH:21][c:22]([CH3:25])[cH:23][cH:24]1.[NH4+:27].[Na+:2].[O:28]1[CH2:29][CH2:30][O:31][CH2:32][CH2:33]1>>[C:3]([CH:4]([C:5](=[O:6])[O:7][C:8]([CH3:9])([CH3:10])[CH3:11])[c:19]1[cH:20][cH:21][c:22]([CH3:25])[cH:23][cH:24]1)(=[O:12])[O:13][C:14]([CH3:15])([CH3:16])[CH3:17]. The yield is 27.3%. Reported procedure: Hydrosilation of phenylacetylene with bis(dichlorosilyl)methane in the presence of H2PtCl6 /THF. Into the same apparatus as described in Example 1 were added 1 g of bis(dichlorosilyl)methane, 20 μl of 0.1 M H2PtCl6 in THF (tetrahydrofuran) solution, and 20 ml of dried benzene. The flask content was heated to reflux and 0.52 ml of phenylacetylene was added over a ten minute period. The flask content was refluxed, with stirring, for another 8 hours and then the solvent removed at atmospheric press... Run in O1CCCC1 (THF). As a reaction SMILES: [C:1]1([C:7]#[CH:8])[CH:6]=[CH:5][CH:4]=[CH:3][CH:2]=1.[Cl:9][SiH:10]([CH2:12][SiH:13]([Cl:15])[Cl:14])[Cl:11].C1C=CC=CC=1>O1CCCC1>[Cl:9][Si:10]([Cl:11])([CH2:12][SiH:13]([Cl:15])[Cl:14])[CH:8]=[CH:7][C:1]1[CH:6]=[CH:5][CH:4]=[CH:3][CH:2]=1. The product is Cl[Si](C=CC1=CC=CC=C1)(C[SiH](Cl)Cl)Cl (3,3,5,5-tetrachloro-1-phenyl-3,5-disilapenta-1-ene). Reactants: C1(=CC=CC=C1)C#C (phenylacetylene), C1(=CC=CC=C1)C#C (phenylacetylene), Cl[SiH](Cl)C[SiH](Cl)Cl (bis(dichlorosilyl)methane), H2PtCl6 THF, Cl[SiH](Cl)C[SiH](Cl)Cl (bis(dichlorosilyl)methane), H2PtCl6, C1=CC=CC=C1 (benzene). Reaction conditions: time 8 hour.